From a dataset of the Open Reaction Database (ORD), a public repository of structured organic reaction records. describe an organic reaction: reactants, conditions, products, and yield The reactants are ClCCl, COc1cc(-c2cn(C3CCCC3)c3ncnc(N)c23)ccc1N, c1ccncc1, O=C(Cl)Cc1cccs1. Product: COc1cc(-c2cn(C3CCCC3)c3ncnc(N)c23)ccc1NC(=O)Cc1cccs1. As a reaction SMILES: [Cl:40][CH2:41][Cl:42].[NH2:1][c:2]1[c:3]([O:23][CH3:24])[cH:4][c:5](-[c:8]2[cH:9][n:10]([CH:18]3[CH2:19][CH2:20][CH2:21][CH2:22]3)[c:11]3[n:12][cH:13][n:14][c:15]([NH2:17])[c:16]23)[cH:6][cH:7]1.[cH:25]1[cH:26][cH:27][n:28][cH:29][cH:30]1.[s:31]1[c:32]([CH2:36][C:37](=[O:38])[Cl:39])[cH:33][cH:34][cH:35]1>>[NH:1]([c:2]1[c:3]([O:23][CH3:24])[cH:4][c:5](-[c:8]2[cH:9][n:10]([CH:18]3[CH2:19][CH2:20][CH2:21][CH2:22]3)[c:11]3[n:12][cH:13][n:14][c:15]([NH2:17])[c:16]23)[cH:6][cH:7]1)[C:37]([CH2:36][c:32]1[s:31][cH:35][cH:34][cH:33]1)=[O:38]. The reactants are [BH4-], C1CCOC1, CCOC(=O)c1nnc(-c2cc3c(OCC(O)CN4CCC(c5ccc(Cl)c(Cl)c5)CC4)cccc3o2)o1, [Li+]. Product: OCc1nnc(-c2cc3c(OCC(O)CN4CCC(c5ccc(Cl)c(Cl)c5)CC4)cccc3o2)o1. As a reaction SMILES: [BH4-:39].[CH2:41]1[O:42][CH2:43][CH2:44][CH2:45]1.[Cl:1][c:2]1[cH:3][c:4]([CH:9]2[CH2:10][CH2:11][N:12]([CH2:15][CH:16]([CH2:17][O:18][c:19]3[cH:20][cH:21][cH:22][c:23]4[o:24][c:25](-[c:28]5[o:29][c:30]([C:33](=[O:34])[O:35][CH2:36][CH3:37])[n:31][n:32]5)[cH:26][c:27]34)[OH:38])[CH2:13][CH2:14]2)[cH:5][cH:6][c:7]1[Cl:8].[Li+:40]>>[Cl:1][c:2]1[cH:3][c:4]([CH:9]2[CH2:10][CH2:11][N:12]([CH2:15][CH:16]([CH2:17][O:18][c:19]3[cH:20][cH:21][cH:22][c:23]4[o:24][c:25](-[c:28]5[o:29][c:30]([CH2:33][OH:34])[n:31][n:32]5)[cH:26][c:27]34)[OH:38])[CH2:13][CH2:14]2)[cH:5][cH:6][c:7]1[Cl:8].